Dataset: the Open Reaction Database (ORD), a public repository of structured organic reaction records. Task: describe an organic reaction: reactants, conditions, products, and yield Starting materials: BrCC1=NSC=C1 (3-bromomethylisothiazole), NCCCN (1,3-diaminopropane), CNC(=S)NCCCNCC1=NSC=C1 (N-methyl-N'-[3-(3-isothiazolylmethylamino)propyl]thiourea). Yields the product CNC(=S)NCCNCCC1=NSC=C1 (N-methyl-N'-[2-(2-(3-isothiazolyl)ethyl)aminoethyl]thiourea). As a reaction SMILES: Br[CH2:2][C:3]1[CH:7]=[CH:6][S:5][N:4]=1.[NH2:8][CH2:9]CCN.[CH3:13][NH:14][C:15]([NH:17][CH2:18][CH2:19]CNCC1C=CSN=1)=[S:16]>>[CH3:13][NH:14][C:15]([NH:17][CH2:18][CH2:19][NH:8][CH2:9][CH2:2][C:3]1[CH:7]=[CH:6][S:5][N:4]=1)=[S:16]. Procedure: In addition, using in the procedure of Example 40(a), 3-bromomethylisothiazole and 1,3-diaminopropane as the starting materials, the product is N-methyl-N'-[3-(3-isothiazolylmethylamino)propyl]thiourea. Reactants: C1(=CC=CC=C1)N1CC(C=2C1=NC=CC2)SC2=CC=CC=C2 (1,3-dihydro-N-phenyl-3-(phenylthio)-2H-pyrrolo(2,3-b)pyridine), [H-].[K+] (potassium hydride), S(=O)(=O)(OC)C1=CC=C(C)C=C1 (methyl tosylate). Solvent: ClCCl (dichloromethane), CN(C)C=O (DMF). Run at temperature 0 celsius, time 45 minute. The product is COC1=C(C=2C(=NC=CC2)N1C1=CC=CC=C1)SC1=CC=CC=C1 (2-methoxy-N-phenyl-3-phenylthio-1H-pyrrolo(2,3-b)-pyridine). Isolated yield 25.1%. Reaction SMILES: [C:1]1([N:7]2[C:11]3=[N:12][CH:13]=[CH:14][CH:15]=[C:10]3[CH:9]([S:16][C:17]3[CH:22]=[CH:21][CH:20]=[CH:19][CH:18]=3)[CH2:8]2)[CH:6]=[CH:5][CH:4]=[CH:3][CH:2]=1.[H-].[K+].S(C1C=CC(C)=CC=1)([O:28][CH3:29])(=O)=O>CN(C=O)C.ClCCl>[CH3:29][O:28][C:8]1[N:7]([C:1]2[CH:6]=[CH:5][CH:4]=[CH:3][CH:2]=2)[C:11]2=[N:12][CH:13]=[CH:14][CH:15]=[C:10]2[C:9]=1[S:16][C:17]1[CH:18]=[CH:19][CH:20]=[CH:21][CH:22]=1 |f:1.2|. Reported procedure: Add 1,3-dihydro-N-phenyl-3-(phenylthio)-2H-pyrrolo(2,3-b)pyridine (4.0 g, 12.6 mmole) portionwise to potassium hydride (KH) (1.73 g of 35 weight-percent KH in oil, washed with hexane, 15.1 mmole) in dry DMF (50 mL) at 0° C. under a nitrogen atmosphere. Stir for 45 minutes at 0° C. Add methyl tosylate(3.04 g, 16.3 mmole), and warm the reaction mixture up to room temperature slowly. Stir for 16 hours at room temperature. Remove DMF by high vacuum distillation. Add saturated aqueous NH4Cl (150 mL) ... Reactants: [Br-], O=C(O)CCCCCCCCC1=CC(Br)CC1=O, CC(C)=O, [K+], O, [OH]. Product: O=C(O)CCCCCCCCC1=CC(O)CC1=O. As a reaction SMILES: [Br-:23].[Br:1][CH:2]1[CH:3]=[C:4]([CH2:8][CH2:9][CH2:10][CH2:11][CH2:12][CH2:13][CH2:14][CH2:15][C:16](=[O:17])[OH:18])[C:5](=[O:7])[CH2:6]1.[CH3:19][C:20]([CH3:21])=[O:22].[K+:24].[OH2:26].[OH:25]>>[CH:2]1([OH:22])[CH:3]=[C:4]([CH2:8][CH2:9][CH2:10][CH2:11][CH2:12][CH2:13][CH2:14][CH2:15][C:16](=[O:17])[OH:18])[C:5](=[O:7])[CH2:6]1. Starting materials: CC1=C(C=CC=C1C)O (2,3-dimethylphenol), C([O-])([O-])=O.[K+].[K+] (potassium carbonate), BrC(C)C (2-bromopropane). Solvent: CC(=O)C (acetone). The product is CC1=C(C=CC=C1C)OC(C)C (2,3-dimethyl-1-(2-propyl)oxybenzene). Reaction SMILES: [CH3:1][C:2]1[C:7]([CH3:8])=[CH:6][CH:5]=[CH:4][C:3]=1[OH:9].C(=O)([O-])[O-].[K+].[K+].Br[CH:17]([CH3:19])[CH3:18]>CC(C)=O>[CH3:1][C:2]1[C:7]([CH3:8])=[CH:6][CH:5]=[CH:4][C:3]=1[O:9][CH:17]([CH3:19])[CH3:18] |f:1.2.3|. Procedure: To a stirred solution/suspension of 2,3-dimethylphenol (10 g) and potassium carbonate (6.8 g) in acetone (150 ml) at reflux was added 2-bromopropane (46 ml) drop-wise over 30 min. The solution was heated at reflux for 4 days. After cooling, the solvent was evaporated and the residue was dissolved in ether and water. The ether phase was separated and was worked up according to the general procedure. Column chromatography on silica gel (eluent:ethyl acetate/heptane 1:19) afforded pure 2,3-dimethyl... Starting materials: ClC=1C=CC2=C(C=3N(C=4C=CC=C(C4C3)F)C(O2)CO)N1 ((2-chloro-11-fluoro-6H-pyrido[2′,3′:5,6][1,3]oxazino[3,4-a]indol-6-yl)methanol), CS(=O)(=O)Cl (MsCl), O (water). Run in N1=CC=CC=C1 (pyridine). Conditions: time 2 hour. The product is CS(=O)(=O)OCC1OC2=C(C=3N1C=1C=CC=C(C1C3)F)N=C(C=C2)Cl ((2-chloro-11-fluoro-6H-pyrido[2′,3′:5,6][1,3]oxazino[3,4-a]indol-6-yl)methyl methanesulfonate). Isolated yield 95.3%. As a reaction SMILES: [Cl:1][C:2]1[CH:3]=[CH:4][C:5]2[O:18][CH:17]([CH2:19][OH:20])[N:8]3[C:9]4[CH:10]=[CH:11][CH:12]=[C:13]([F:16])[C:14]=4[CH:15]=[C:7]3[C:6]=2[N:21]=1.[CH3:22][S:23](Cl)(=[O:25])=[O:24].O>N1C=CC=CC=1>[CH3:22][S:23]([O:20][CH2:19][CH:17]1[N:8]2[C:9]3[CH:10]=[CH:11][CH:12]=[C:13]([F:16])[C:14]=3[CH:15]=[C:7]2[C:6]2[N:21]=[C:2]([Cl:1])[CH:3]=[CH:4][C:5]=2[O:18]1)(=[O:25])=[O:24]. Reported procedure: To a solution of (2-chloro-11-fluoro-6H-pyrido[2′,3′:5,6][1,3]oxazino[3,4-a]indol-6-yl)methanol (1.00 g, 3.29 mmol) in dry pyridine (10 mL) at room temperature was added dropwise MsCl (1.23 g, 10.74 mmol) at 0° C. Then the reaction mixture was stirred at room temperature for 2 hours under N2 protection. The reaction was poured into water and filtered. The filter cake was washed with water and dried to provide (2-chloro-11-fluoro-6H-pyrido[2′,3′:5,6][1,3]oxazino[3,4-a]indol-6-yl)methyl methanesul...